Dataset: the Open Reaction Database (ORD), a public repository of structured organic reaction records. Task: describe an organic reaction: reactants, conditions, products, and yield Reactants: CN1CCCC1C(=O)O, CS(C)=O, CCN(C(C)C)C(C)C, Cc1cc(C(=O)NC(CCCCN)c2nc3cc(Cl)ccc3[nH]2)ccc1C(=O)N1CCCC1. Product: Cc1cc(C(=O)NC(CCCCNC(=O)C2CCCN2C)c2nc3cc(Cl)ccc3[nH]2)ccc1C(=O)N1CCCC1. RXN SMILES: [CH3:43][N:44]1[CH:45]([C:49](=[O:50])[OH:51])[CH2:46][CH2:47][CH2:48]1.[CH3:52][S:53]([CH3:54])=[O:55].[CH:34]([N:35]([CH:36]([CH3:37])[CH3:38])[CH2:39][CH3:40])([CH3:41])[CH3:42].[NH2:1][CH2:2][CH2:3][CH2:4][CH2:5][CH:6]([c:7]1[n:8][c:9]2[c:10]([nH:11]1)[cH:12][cH:13][c:14]([Cl:16])[cH:15]2)[NH:17][C:18]([c:19]1[cH:20][c:21]([CH3:32])[c:22]([C:25](=[O:26])[N:27]2[CH2:28][CH2:29][CH2:30][CH2:31]2)[cH:23][cH:24]1)=[O:33]>>[NH:1]([CH2:2][CH2:3][CH2:4][CH2:5][CH:6]([c:7]1[n:8][c:9]2[c:10]([nH:11]1)[cH:12][cH:13][c:14]([Cl:16])[cH:15]2)[NH:17][C:18]([c:19]1[cH:20][c:21]([CH3:32])[c:22]([C:25](=[O:26])[N:27]2[CH2:28][CH2:29][CH2:30][CH2:31]2)[cH:23][cH:24]1)=[O:33])[C:49]([CH:45]1[N:44]([CH3:43])[CH2:48][CH2:47][CH2:46]1)=[O:50]. RXN SMILES: [BH:26]([OH:27])[OH:28].[Br:29][c:30]1[cH:31][cH:32][cH:33][cH:34][cH:35]1.[CH3:1][c:2]1[cH:3][c:4](-[c:16]2[cH:17][cH:18][c:19]([C:22]([F:23])([F:24])[F:25])[cH:20][cH:21]2)[cH:5][c:6]([O:8][S:9]([C:10]([F:11])([F:12])[F:13])(=[O:14])=[O:15])[n:7]1>>[CH3:1][c:2]1[cH:3][c:4](-[c:16]2[cH:17][cH:18][c:19]([C:22]([F:23])([F:24])[F:25])[cH:20][cH:21]2)[cH:5][c:6](-[c:34]2[cH:33][cH:32][cH:31][c:30]([Br:29])[cH:35]2)[n:7]1. The product is Cc1cc(-c2ccc(C(F)(F)F)cc2)cc(-c2cccc(Br)c2)n1. The reactants are OBO, Brc1ccccc1, Cc1cc(-c2ccc(C(F)(F)F)cc2)cc(OS(=O)(=O)C(F)(F)F)n1. The reactants are [BH4-], CO, O=c1c(C2=NS(=O)(=O)c3ccccc3N2)c(O)c2ccccc2n1N=Cc1cnc(Cl)s1, Cl, [Li+], C1CCOC1, O. Product: O=c1c(C2=NS(=O)(=O)c3ccccc3N2)c(O)c2ccccc2n1NCc1cnc(Cl)s1. As a reaction SMILES: [BH4-:35].[CH3:33][OH:34].[Cl:1][c:2]1[s:3][c:4]([CH:7]=[N:8][n:9]2[c:10](=[O:32])[c:11]([C:20]3=[N:21][S:22](=[O:30])(=[O:31])[c:23]4[c:24]([cH:26][cH:27][cH:28][cH:29]4)[NH:25]3)[c:12]([OH:19])[c:13]3[cH:14][cH:15][cH:16][cH:17][c:18]23)[cH:5][n:6]1.[ClH:37].[Li+:36].[O:38]1[CH2:39][CH2:40][CH2:41][CH2:42]1.[OH2:43]>>[Cl:1][c:2]1[s:3][c:4]([CH2:7][NH:8][n:9]2[c:10](=[O:32])[c:11]([C:20]3=[N:21][S:22](=[O:30])(=[O:31])[c:23]4[c:24]([cH:26][cH:27][cH:28][cH:29]4)[NH:25]3)[c:12]([OH:19])[c:13]3[cH:14][cH:15][cH:16][cH:17][c:18]23)[cH:5][n:6]1. Starting materials: C(C1=CC=CC=C1)N1C(=NC=2CCN(C3=C(C12)C=CC=C3)C(=O)C3=CC(=C(CNC(=O)C1CC1)C=C3)C)C (Cyclopropanecarboxylic acid 4-(1-benzyl-2-methyl-4,5-dihydro-1H-1,3,6-triaza-benzo[e]azulene-6-carbonyl)-2-methyl-benzylamide), C1=CCCCC1 (cyclohexene), C1=CC=C2C(=C1)C(=CC=C2S(=O)(=O)[O-])N/N=C\3/C4=C(C=C(C=C4)S(=O)(=O)[O-])C=C(C3=O)S(=O)(=O)[O-].[Na+].[Na+].[Na+] (E123), N1C2=C(C(CCC1)=O)C=CC=C2 (1,2,3,4-Tetrahydro-benzo[b]azepin-5-one). Reagents/catalysts: [Pd] (Palladium on car-bon). The solvent is C(C)O (ethanol). Conditions: temperature 60 celsius. Product: CC1=C(CNC(=O)C2CC2)C=CC(=C1)C(=O)N1C2=C(C=3NC(=NC3CC1)C)C=CC=C2 (Cyclopropanecarboxylic Acid 2-methyl-4-(2-methyl-4,5-dihydro-1H-1,3,6-triaza-benzo[e]azulene-6-carbonyl)-benzylamide). Isolated yield 53.0%. RXN SMILES: C([N:8]1[C:17]2[C:16]3[CH:18]=[CH:19][CH:20]=[CH:21][C:15]=3[N:14]([C:22]([C:24]3[CH:36]=[CH:35][C:27]([CH2:28][NH:29][C:30]([CH:32]4[CH2:34][CH2:33]4)=[O:31])=[C:26]([CH3:37])[CH:25]=3)=[O:23])[CH2:13][CH2:12][C:11]=2[N:10]=[C:9]1[CH3:38])C1C=CC=CC=1.C1C=C2C(N/N=C3/C4C=CC(S([O-])(=O)=O)=CC=4C=C(S([O-])(=O)=O)C/3=O)=CC=C(S([O-])(=O)=O)C2=CC=1.[Na+].[Na+].[Na+].N1CCCC(=O)C2C=CC=CC1=2.C1CCCCC=1>C(O)C.[Pd]>[CH3:37][C:26]1[CH:25]=[C:24]([C:22]([N:14]2[CH2:13][CH2:12][C:11]3[N:10]=[C:9]([CH3:38])[NH:8][C:17]=3[C:16]3[CH:18]=[CH:19][CH:20]=[CH:21][C:15]2=3)=[O:23])[CH:36]=[CH:35][C:27]=1[CH2:28][NH:29][C:30]([CH:32]1[CH2:33][CH2:34]1)=[O:31] |f:1.2.3.4|. Procedure: Cyclopropanecarboxylic acid 4-(1-benzyl-2-methyl-4,5-dihydro-1H-1,3,6-triaza-benzo[e]azulene-6-carbonyl)-2-methyl-benzylamide from Example E123.1 (155 mg, 0.31 mmol) was dissolved in absolute ethanol (10 ml) and placed under an inert atmosphere. 10% Palladium on car-bon (155 mg) and cyclohexene (0.311 ml, 3.1 mmol) were added and the mixture was heated at 60° C. for 18 h. The catalyst was filtered off through Celite® filter agent and the filtrate was concentrated in vacuo. The residue was purifi... Starting materials: CC(=O)O[BH-](OC(C)=O)OC(C)=O, ClCCl, CO, O=Cc1nc2c(cc1Cl)OCC(=O)N2, NCC1CN(CCn2c(=O)ccc3ccc(F)cc32)CC1O, [Na+]. Yields the product O=C1COc2cc(Cl)c(CNCC3CN(CCn4c(=O)ccc5ccc(F)cc54)CC3O)nc2N1. Reaction SMILES: [C:40]([O:41][BH-:42]([O:43][C:44](=[O:45])[CH3:46])[O:47][C:48](=[O:49])[CH3:50])(=[O:51])[CH3:52].[CH2:37]([Cl:38])[Cl:39].[CH3:54][OH:55].[Cl:23][c:24]1[cH:25][c:26]2[c:31]([n:32][c:33]1[CH:34]=[O:35])[NH:30][C:29](=[O:36])[CH2:28][O:27]2.[NH2:1][CH2:2][CH:3]1[CH2:4][N:5]([CH2:9][CH2:10][n:11]2[c:12](=[O:22])[cH:13][cH:14][c:15]3[cH:16][cH:17][c:18]([F:21])[cH:19][c:20]23)[CH2:6][CH:7]1[OH:8].[Na+:53]>>[NH:1]([CH2:2][CH:3]1[CH2:4][N:5]([CH2:9][CH2:10][n:11]2[c:12](=[O:22])[cH:13][cH:14][c:15]3[cH:16][cH:17][c:18]([F:21])[cH:19][c:20]23)[CH2:6][CH:7]1[OH:8])[CH2:34][c:33]1[c:24]([Cl:23])[cH:25][c:26]2[c:31]([n:32]1)[NH:30][C:29](=[O:36])[CH2:28][O:27]2. Reactants: ClC(Cl)Cl, OCc1ccc(Oc2ccc(F)cc2)cc1, O=S(Cl)Cl, c1ccncc1. Yields the product Fc1ccc(Oc2ccc(CCl)cc2)cc1. Reaction SMILES: [CH:27]([Cl:28])([Cl:29])[Cl:30].[F:1][c:2]1[cH:3][cH:4][c:5]([O:6][c:7]2[cH:8][cH:9][c:10]([CH2:11][OH:12])[cH:13][cH:14]2)[cH:15][cH:16]1.[S:23]([Cl:24])([Cl:25])=[O:26].[cH:17]1[cH:18][cH:19][n:20][cH:21][cH:22]1>>[F:1][c:2]1[cH:3][cH:4][c:5]([O:6][c:7]2[cH:8][cH:9][c:10]([CH2:11][Cl:25])[cH:13][cH:14]2)[cH:15][cH:16]1. Reactants: CC1=NOC(=C1C(CCCC1=CC=CC=C1)=O)C1=CC=C(C=C1)C1=CC=C(C=C1)C1(CC1)C(=O)O (1-{4′-[3-methyl-4-(4-phenyl-butyryl)-isoxazol-5-yl]-biphenyl-4-yl}-cyclopropanecarboxylic acid), C[Mg]I (methylmagnesium iodide). Yields the product OC(CCCC1=CC=CC=C1)(C)C=1C(=NOC1C1=CC=C(C=C1)C1=CC=C(C=C1)C1(CC1)C(=O)O)C (1-{4′-[4-(1-Hydroxy-1-methyl-4-phenyl-butyl)-3-methyl-isoxazol-5-yl]-biphenyl-4-yl}-cyclopropanecarboxylic acid). As a reaction SMILES: [CH3:1][C:2]1[C:6]([C:7](=[O:17])[CH2:8][CH2:9][CH2:10][C:11]2[CH:16]=[CH:15][CH:14]=[CH:13][CH:12]=2)=[C:5]([C:18]2[CH:23]=[CH:22][C:21]([C:24]3[CH:29]=[CH:28][C:27]([C:30]4([C:33]([OH:35])=[O:34])[CH2:32][CH2:31]4)=[CH:26][CH:25]=3)=[CH:20][CH:19]=2)[O:4][N:3]=1.[CH3:36][Mg]I>>[OH:17][C:7]([C:6]1[C:2]([CH3:1])=[N:3][O:4][C:5]=1[C:18]1[CH:23]=[CH:22][C:21]([C:24]2[CH:25]=[CH:26][C:27]([C:30]3([C:33]([OH:35])=[O:34])[CH2:32][CH2:31]3)=[CH:28][CH:29]=2)=[CH:20][CH:19]=1)([CH3:36])[CH2:8][CH2:9][CH2:10][C:11]1[CH:12]=[CH:13][CH:14]=[CH:15][CH:16]=1. Reported procedure: Prepared according to the procedure described in Example 35, Step 3, using 1-{4′-[3-methyl-4-(4-phenyl-butyryl)-isoxazol-5-yl]-biphenyl-4-yl}-cyclopropanecarboxylic acid and methylmagnesium iodide.